From a dataset of the Open Reaction Database (ORD), a public repository of structured organic reaction records. describe an organic reaction: reactants, conditions, products, and yield The reactants are C(=O)(C(F)(F)F)O (TFA), COC(CC1CCC2(CCN(CC2)C(=O)OC2C3CC4CC(CC2C4)C3)CC1)=O ((2-Adamantyl) 9-(2-methoxy-2-oxoethyl)-3-azaspiro[5.5]undecane-3-carboxylate), O (water), O[Li].O (LiOH.H2O). The solvent is C1CCOC1 (THF), CO (MeOH), C(C)(=O)O (acetic acid). Run at time 2 day. The product is C12C(C3CC(CC(C1)C3)C2)OC(=O)N2CCC3(CC2)CCC(CC3)CC(=O)O (2-(3-((2-Adamantyl)oxycarbonyl)-3-azaspiro[5.5]undecan-9-yl)acetic acid). Reaction SMILES: C[O:2][C:3](=[O:29])[CH2:4][CH:5]1[CH2:28][CH2:27][C:8]2([CH2:13][CH2:12][N:11]([C:14]([O:16][CH:17]3[CH:24]4[CH2:25][CH:20]5[CH2:21][CH:22]([CH2:26][CH:18]3[CH2:19]5)[CH2:23]4)=[O:15])[CH2:10][CH2:9]2)[CH2:7][CH2:6]1.O.O[Li].O.C(O)(C(F)(F)F)=O>C1COCC1.C(O)(=O)C.CO>[CH:18]12[CH2:26][CH:22]3[CH2:21][CH:20]([CH2:25][CH:24]([CH2:23]3)[CH:17]1[O:16][C:14]([N:11]1[CH2:10][CH2:9][C:8]3([CH2:27][CH2:28][CH:5]([CH2:4][C:3]([OH:29])=[O:2])[CH2:6][CH2:7]3)[CH2:13][CH2:12]1)=[O:15])[CH2:19]2 |f:2.3|. Reported procedure: (2-Adamantyl) 9-(2-methoxy-2-oxoethyl)-3-azaspiro[5.5]undecane-3-carboxylate (30 mg, 74 μmol) was dissolved in THF (0.25 mL), water (0.25 mL) and MeOH (0.5 mL) and LiOH.H2O (8 mg, 0.19 mmol) was added. The mixture was stirred at rt for 2 d and TFA (10 mL, 0.14 mmol) was added. The solution was submitted directly to prep HPLC to afford 2-(34(2-adamantyl)oxycarbonyl)-3-azaspiro[5.5]undecan-9-yl)acetic acid (10.5 mg, 36%). LC-MS Method 1 tR=2.17 min, m/z=390; 1H NMR (CDCl3) δ=1.0-2.05 (27H), 2.27 (... The reactants are CC1=C(C(=O)OC)C=CC=C1S(=O)(=O)N(C)C (2-Methyl-3-[(N,N-dimethylamino)sulfonyl]benzoic acid, methyl ester), BrN1C(CCC1=O)=O (N-bromosuccinimide), C(C1=CC=CC=C1)(=O)OOC(C1=CC=CC=C1)=O (benzoyl peroxide). The solvent is C(Cl)(Cl)(Cl)Cl (carbon tetrachloride), CCOCC (ether). Product: BrCC1=C(C(=O)OC)C=CC=C1S(=O)(=O)N(C)C (2-(Bromomethyl)-3-[(N,N-dimethylamino)sulfonyl]benzoic acid, methyl ester). As a reaction SMILES: [CH3:1][C:2]1[C:11]([S:12]([N:15]([CH3:17])[CH3:16])(=[O:14])=[O:13])=[CH:10][CH:9]=[CH:8][C:3]=1[C:4]([O:6][CH3:7])=[O:5].[Br:18]N1C(=O)CCC1=O.C(OOC(=O)C1C=CC=CC=1)(=O)C1C=CC=CC=1>C(Cl)(Cl)(Cl)Cl.CCOCC>[Br:18][CH2:1][C:2]1[C:11]([S:12]([N:15]([CH3:17])[CH3:16])(=[O:13])=[O:14])=[CH:10][CH:9]=[CH:8][C:3]=1[C:4]([O:6][CH3:7])=[O:5]. Procedure details: A mixture of 25.7 g of the product from Example 10, 17.8 g of N-bromosuccinimide, and 1.0 g benzoyl peroxide in 350 ml carbon tetrachloride was stirred at reflux temperature for 3.5 hours and then at room temperature overnight. The by-product succinimide was removed by filtration and the filtrate concentrated in vacuo to afford an oil which was dissolved in ether and washed with two portions of water. Drying and evaporation of the ether layer afforded a viscous yellow oil which was shown by 1H N...